Dataset: the Open Reaction Database (ORD), a public repository of structured organic reaction records. Task: describe an organic reaction: reactants, conditions, products, and yield Starting materials: S(=O)(Cl)Cl (Thionyl chloride), C1CCN[C@@H](C1)C(=O)O (L-pipecolinic acid), CO (methanol). Run at temperature 55 celsius, time 2 hour. The product is Cl.COC(=O)[C@H]1NCCCC1 ((2S)-piperidine-2-carboxylic acid methyl ester hydrochloride). RXN SMILES: S(Cl)([Cl:3])=O.[CH2:5]1[CH2:10][C@@H:9]([C:11]([OH:13])=[O:12])[NH:8][CH2:7][CH2:6]1.[CH3:14]O>>[ClH:3].[CH3:14][O:12][C:11]([C@@H:9]1[CH2:10][CH2:5][CH2:6][CH2:7][NH:8]1)=[O:13] |f:3.4|. Reported procedure: Thionyl chloride (0.58 ml) was added dropwise to a solution of L-pipecolinic acid (450 mg) in methanol at room temperature. The reaction mixture was stirred at 55° C. for 2 hours. The whole mixture was evaporated under reduced pressure to give (2S)-piperidine-2-carboxylic acid methyl ester hydrochloride as a colorless oil. Reactants: C(C(=O)C)(=O)O (pyruvic acid), [OH-].[Na+] (sodium hydroxide), BrC1=CC=C(C=N1)C=O (6-bromo-3-pyridinecarbaldehyde). The solvent is C(C)O (ethanol), C(C)O (ethanol). Run at time 10 minute. Product: [Na+].BrC1=CC=C(C=N1)C=CC(C(=O)[O-])=O (4-(6-bromo-pyridin-3-yl)-2-oxo-3-butenoic acid sodium salt). Reaction SMILES: [C:1]([OH:6])(=[O:5])[C:2]([CH3:4])=[O:3].[OH-].[Na+:8].[Br:9][C:10]1[N:15]=[CH:14][C:13]([CH:16]=O)=[CH:12][CH:11]=1>C(O)C>[Na+:8].[Br:9][C:10]1[N:15]=[CH:14][C:13]([CH:16]=[CH:4][C:2](=[O:3])[C:1]([O-:6])=[O:5])=[CH:12][CH:11]=1 |f:1.2,5.6|. Reported procedure: A solution of pyruvic acid (412.0 uL, 5.9 mmol) in ethanol (0.6 mL) was added to a 0.5 M sodium hydroxide solution (16.1 mL). The reaction mixture was stirred at room temperature for 10 minutes and then a solution of 6-bromo-3-pyridinecarbaldehyde (1.0 g, 5.4 mmol) in ethanol (5.4 mL) was slowly added thereto at room temperature for 1 hour. The reaction mixture was stirred at room temperature for 18 hours and then filtered. The resulting solid was washed with diethyl ether to give 1.3 g of 4-(6-... Starting materials: CCCCCCC(C)(C)c1cc(O)c(C2CC(=O)C3CC2C3(C)C)c(O)c1, Cc1ccc(S(=O)(=O)O)cc1. Product: CCCCCCC(C)(C)c1cc(O)c2c(c1)OC(C)(C)C1CCC(=O)CC21. Reaction SMILES: [CH3:1][C:2]([CH2:3][CH2:4][CH2:5][CH2:6][CH2:7][CH3:8])([CH3:9])[c:10]1[cH:11][c:12]([OH:27])[c:13]([CH:17]2[CH2:18][C:19](=[O:26])[CH:20]3[C:21]([CH3:24])([CH3:25])[CH:22]2[CH2:23]3)[c:14]([OH:16])[cH:15]1.[c:28]1([CH3:29])[cH:30][cH:31][c:32]([S:33]([OH:34])(=[O:35])=[O:36])[cH:37][cH:38]1>>[CH3:1][C:2]([CH2:3][CH2:4][CH2:5][CH2:6][CH2:7][CH3:8])([CH3:9])[c:10]1[cH:11][c:12]2[c:13]([c:14]([OH:16])[cH:15]1)[CH:17]1[CH2:18][C:19](=[O:26])[CH2:20][CH2:23][CH:22]1[C:21]([CH3:24])([CH3:25])[O:27]2. Starting materials: C1CCOC1, CCOP(=O)(Cl)OCC, [Li]c1cccs1. The product is CCOP(=O)(OCC)c1cccs1. RXN SMILES: [CH2:7]1[O:8][CH2:9][CH2:10][CH2:11]1.[P:12](=[O:13])([O:14][CH2:15][CH3:16])([O:17][CH2:18][CH3:19])[Cl:20].[s:1]1[c:2]([Li:6])[cH:3][cH:4][cH:5]1>>[s:1]1[c:2]([P:12](=[O:13])([O:14][CH2:15][CH3:16])[O:17][CH2:18][CH3:19])[cH:3][cH:4][cH:5]1. Procedure: To a solution of (4R, 5S)-4-methyl-5-phenyl-3-(3-phenyl-propionyl)-oxazolidin-2-one (1.50 g, 4.8 mmol) in dichloromethane (23 mL) at −70° C. was added titanium tetrachloride (0.6 mL, 5.3 mmol) giving a yellow-orange solution which was stirred for 15 minutes at −70° C. N,N,N′,N′-Tetramethylethylenediamine(2.2 mL, 15 mmol) was added over 10 minutes giving a dark red reaction mixture which was stirred for 70 minutes at −78° C. 1-Methyl-2-pyrrolidinone (0.90 mL, 9.7 mmol) was added dropwise, and the... As a reaction SMILES: [CH3:1][C@@H:2]1[C@H:6]([C:7]2[CH:12]=[CH:11][CH:10]=[CH:9][CH:8]=2)[O:5][C:4](=[O:13])[N:3]1[C:14](=[O:23])[CH2:15][CH2:16][C:17]1[CH:22]=[CH:21][CH:20]=[CH:19][CH:18]=1.CN(C)CCN(C)C.CN1CCCC1=O.[Br:39][C:40]1[CH:47]=[CH:46][C:43]([CH:44]=[O:45])=[C:42]([F:48])[CH:41]=1>ClCCl.[Ti](Cl)(Cl)(Cl)Cl>[CH2:16]([CH:15]([CH:44]([C:43]1[CH:46]=[CH:47][C:40]([Br:39])=[CH:41][C:42]=1[F:48])[OH:45])[C:14]([N:3]1[CH:2]([CH3:1])[CH:6]([C:7]2[CH:8]=[CH:9][CH:10]=[CH:11][CH:12]=2)[O:5][C:4]1=[O:13])=[O:23])[C:17]1[CH:18]=[CH:19][CH:20]=[CH:21][CH:22]=1. Reactants: CN1C(CCC1)=O (1 -methyl-2-pyrrolidinone), BrC1=CC(=C(C=O)C=C1)F (4-bromo-2-fluoro-benzaldehyde), CN(CCN(C)C)C (N,N,N′,N′-Tetramethylethylenediamine), CN1C(CCC1)=O (1-Methyl-2-pyrrolidinone), C[C@H]1N(C(O[C@H]1C1=CC=CC=C1)=O)C(CCC1=CC=CC=C1)=O ((4R, 5S)-4-methyl-5-phenyl-3-(3-phenyl-propionyl)-oxazolidin-2-one). The reagents and catalysts are [Ti](Cl)(Cl)(Cl)Cl (titanium tetrachloride). Run at temperature -70 celsius, time 15 minute. The solvent is ClCCl (dichloromethane), ClCCl (dichloromethane). The product is C(C1=CC=CC=C1)C(C(=O)N1C(OC(C1C)C1=CC=CC=C1)=O)C(O)C1=C(C=C(C=C1)Br)F (3-[2-Benzyl-3-(4-bromo-2-fluoro-phenyl)-3 -hydroxy-propionyl]-4-methyl-5-phenyl-oxazolidin-2-one). The reactants are CC1=C(C=C(C=C1)[N+](=O)[O-])N1C(C2=C(N=C(N=C2)NC2=CC=C(C=C2)N2CCN(CC2)C)CC1)=O (6-(2-Methyl-5-nitro-phenyl)-2-[4-(4-methyl-piperazin-1-yl)-phenylamino]-7,8-dihydro-6H-pyrido[4,3-d]pyrimidin-5-one), C1CCOC1 (THF). The reagents and catalysts are [Pd] (Pd/C). The solvent is CO (methanol). Reaction conditions: time 12 hour. Product: NC=1C=CC(=C(C1)N1C(C2=C(N=C(N=C2)NC2=CC=C(C=C2)N2CCN(CC2)C)CC1)=O)C (6-(5-Amino-2-methyl-phenyl)-2-[4-(4-methyl-piperazin-1-yl)-phenylamino]-7,8-dihydro-6H-pyrido[4,3-d]pyrimidin-5-one). The yield is 92.4%. RXN SMILES: [CH3:1][C:2]1[CH:7]=[CH:6][C:5]([N+:8]([O-])=O)=[CH:4][C:3]=1[N:11]1[CH2:34][CH2:33][C:14]2[N:15]=[C:16]([NH:19][C:20]3[CH:25]=[CH:24][C:23]([N:26]4[CH2:31][CH2:30][N:29]([CH3:32])[CH2:28][CH2:27]4)=[CH:22][CH:21]=3)[N:17]=[CH:18][C:13]=2[C:12]1=[O:35].C1COCC1>[Pd].CO>[NH2:8][C:5]1[CH:6]=[CH:7][C:2]([CH3:1])=[C:3]([N:11]2[CH2:34][CH2:33][C:14]3[N:15]=[C:16]([NH:19][C:20]4[CH:25]=[CH:24][C:23]([N:26]5[CH2:27][CH2:28][N:29]([CH3:32])[CH2:30][CH2:31]5)=[CH:22][CH:21]=4)[N:17]=[CH:18][C:13]=3[C:12]2=[O:35])[CH:4]=1. Procedure details: To a solution of 6-(2-Methyl-5-nitro-phenyl)-2-[4-(4-methyl-piperazin-1-yl)-phenylamino]-7,8-dihydro-6H-pyrido[4,3-d]pyrimidin-5-one (100 mg, 0.211 mmol) in the mixed solvent of THF (5 ml) and methanol (5 ml) was added 10% Pd/C, and the reaction mixture was stirred for 12 hours at room temperature under a hydrogen balloon. The reaction mixture was filtered and the filtrate was concentrated under vacuum to give 6-(5-Amino-2-methyl-phenyl)-2-[4-(4-methyl-piperazin-1-yl)-phenylamino]-7,8-dihydro-6H... Starting materials: CC=1C=C2C=CC=NC2=CC1[N+](=O)[O-] (6-Methyl-7-nitroquinoline), C(C)(C)(C)OC(N(C)C)N(C)C (tert.butoxy-bis(dimethylamino)methan). The solvent is CN(C)C=O (DMF). Conditions: time 45 minute. Product: [N+](=O)([O-])C1=C(C=C2C=CC=NC2=C1)C=O (7-Nitroquinolin-6-carbaldehyde). The yield is 63.5%. RXN SMILES: [CH3:1][C:2]1[CH:3]=[C:4]2[C:9](=[CH:10][C:11]=1[N+:12]([O-:14])=[O:13])[N:8]=[CH:7][CH:6]=[CH:5]2.C([O:19]C(N(C)C)N(C)C)(C)(C)C>CN(C=O)C>[N+:12]([C:11]1[CH:10]=[C:9]2[C:4]([CH:5]=[CH:6][CH:7]=[N:8]2)=[CH:3][C:2]=1[CH:1]=[O:19])([O-:14])=[O:13]. Procedure details: 6-Methyl-7-nitroquinoline (Achylediani,R. et al. Izvestiya Akademii Nauk Gruzii, Seriya Khimicheskaya (1996), 22(1-4), 43-47) (14 g; 74 mmol) was dissolved in DMF (200 ml) and treated with tert.butoxy-bis(dimethylamino)methan (64.5 ml; 313 mmol) at 160° C. for 30 min. The reaction mixture was evaporated and purified by dissolving in THF (30 ml ), adding TBME (1.5 l) and filtering from the brown precipitate. The filtrate was evaporated to dryness and dissolved in THF (300 ml). NalO4 (95.6 g; 446 ...